This data is from the Open Reaction Database (ORD), a public repository of structured organic reaction records. The task is: describe an organic reaction: reactants, conditions, products, and yield RXN SMILES: [Cl-].[CH2:2]([C:5]1[S:9][CH:8]2[N:10]([CH2:13][C:14]3[CH:19]=[CH:18][C:17](F)=[CH:16][CH:15]=3)[CH:11]=[CH:12][N+:7]2([CH2:21][CH3:22])[C:6]=1[CH2:23][CH3:24])CC.[Cl-].C(C1SC2N(CC3C=CC(F)=CC=3)C=C[N+]=2C=1)(C)C.[Br-].C1(C2[N+]3C=CN(CC4C=CC=CC=4OC)C=3SC=2)C=CC=CC=1.[Cl-].COC1C=C(C=C(OC)C=1)CC1[N+]2C=CN(CC3C=CC=CC=3)C=2SC=1.[Br-].CC1[N+]2C=CN(CC3C=CC(C4C=CC=CC=4)=CC=3)C=2SC=1.[Br-].CC1C=C(C)C=CC=1CC1[N+]2C=C(C)N(CC3C=CC([Cl:140])=CC=3)C=2SC=1.[Br-].ClC1C=CC(C2[N+]3C=CN(CC#C)C=3SC=2)=CC=1.[Cl-].CC1C=C(C)C=CC=1C1[N+]2C=C(C3C=CC(C)=CC=3C)N(CC3C=CC=CC=3)C=2SC=1.[Cl-].FC1C=CC(C[N+]2C=CN3C4CCCCC=4SC=23)=CC=1.[Br-].C([N+]1C=CN2C3CCCCC=3SC=12)C#C>>[Cl-:140].[CH3:2][C:5]1[S:9][CH:8]2[N:10]([CH2:13][C:14]3[CH:19]=[CH:18][CH:17]=[CH:16][CH:15]=3)[CH:11]=[CH:12][N+:7]2([CH2:21][CH3:22])[C:6]=1[CH2:23][CH3:24] |f:0.1,2.3,4.5,6.7,8.9,10.11,12.13,14.15,16.17,18.19,20.21|. Reactants: [Cl-].C(CC)C1=C([N+]2(C(S1)N(C=C2)CC2=CC=C(C=C2)F)CC)CC (2-n-propyl-3,4-diethyl-7-(p-fluorobenzyl)imidazo[2,1-b]thiazolium chloride), [Cl-].COC=1C=C(CC=2[N+]3=C(SC2)N(C=C3)CC3=CC=CC=C3)C=C(C1)OC (3-(3,5-dimethoxybenzyl)-7-benzylimidazo[2,1-b]thiazolium chloride), [Cl-].FC1=CC=C(C[N+]=2C=CN3C2SC2=C3CCCC2)C=C1 (p-fluorobenzyl-5,6,7,8-tetrahydroimidazo[2,1-b]benzthiazolium chloride), 3-adamantyl-6-phenyl-7-(m-trifluorobenzyl)imidazo[2,1-b]thiazolium bromide, [Br-].ClC1=CC=C(C=C1)C=1[N+]2=C(SC1)N(C=C2)CC#C (3-(p-chlorophenyl)-7-propargylimidazo[2,1-b]-thiazolium bromide), [Br-].C(C#C)[N+]=1C=CN2C1SC1=C2CCCC1 (1-propargyl-5,6,7,8-tetrahydroimidazo[2,1-b]benzthiazolium bromide), [Cl-].CC1=C(C=CC(=C1)C)C=1[N+]2=C(SC1)N(C(=C2)C2=C(C=C(C=C2)C)C)CC2=CC=CC=C2 (3,6-bis(2,4-dimethylphenyl)-7-benzylimidazo[2,1-b]thiazolium chloride), [Br-].CC1=C(CC=2[N+]3=C(SC2)N(C(=C3)C)CC3=CC=C(C=C3)Cl)C=CC(=C1)C (3-(2,4-dimethylbenzyl)-6-methyl-7-(p-chlorobenzyl)-imidazo[2,1-b]thiazolium bromide), [Cl-].C(C)(C)C1=C[N+]2=C(S1)N(C=C2)CC2=CC=C(C=C2)F (2-i-propyl-7-(p-fluorobenzyl)imidazo[2,1-b]thiazolium chloride), [Br-].C1(=CC=CC=C1)C=1[N+]2=C(SC1)N(C=C2)CC2=C(C=CC=C2)OC (3-phenyl-7-(o-methoxybenzyl)imidazo[2,1-b]thiazolium bromide), [Br-].CC=1[N+]2=C(SC1)N(C=C2)CC2=CC=C(C=C2)C2=CC=CC=C2 (3-methyl-7-(p-phenylbenzyl)imidazo[ 2,1-b]thiazolium bromide). Reported procedure: 2-n-propyl-3,4-diethyl-7-(p-fluorobenzyl)imidazo[2,1-b]thiazolium chloride, 2-i-propyl-7-(p-fluorobenzyl)imidazo[2,1-b]thiazolium chloride; 3-phenyl-7-(o-methoxybenzyl)imidazo[2,1-b]thiazolium bromide; 3-adamantyl-6-phenyl-7-(m-trifluorobenzyl)imidazo[2,1-b]thiazolium bromide; 3-(3,5-dimethoxybenzyl)-7-benzylimidazo[2,1-b]thiazolium chloride, 3-methyl-7-(p-phenylbenzyl)imidazo[ 2,1-b]thiazolium bromide; 3-(2,4-dimethylbenzyl)-6-methyl-7-(p-chlorobenzyl)-imidazo[2,1-b]thiazolium bromide; 3-(p-chl... Product: [Cl-].CC1=C([N+]2(C(S1)N(C=C2)CC2=CC=CC=C2)CC)CC (2-methyl-3,4-diethyl-7-benzylimidazo[2,1-b]thiazolium chloride). The reactants are FC(C(=O)O)(F)F.C1(CCC1)NC(=O)[C@H]1NCCC1 ((S)-Pyrrolidine-2-carboxylic acid cyclobutylamide trifluoroacetate), C(C)OC(=O)N1CCN(CC1)C([C@H](CCC(=O)OC(C)(C)C)NC(=O)C1=NC2=CC(=CC=C2C(=C1)OCC(=O)O)C)=O (4-{(S)-4-tert-Butoxycarbonyl-2-[(4-carboxymethoxy-7-methyl-quinoline-2-carbonyl)-amino]-butyryl}-piperazine-1-carboxylic acid ethyl ester), C(CCl)Cl (EDC), FC1=C(C(=C(C(=C1O)F)F)F)F (pentafluorophenol). Solvent: CN(C)C=O (DMF), CN(C)C=O (DMF), O (water). Conditions: temperature 40 celsius. The product is C(C)OC(=O)N1CCN(CC1)C([C@H](CCC(=O)OC(C)(C)C)NC(=O)C1=NC2=CC(=CC=C2C(=C1)OCC(=O)N1[C@@H](CCC1)C(NC1CCC1)=O)C)=O (4-[(S)-4-tert-Butoxycarbonyl-2-({4-[2-((S)-2-cyclobutylcarbamoyl-pyrrolidin-1-yl)-2-oxo-ethoxy]-7-methyl-quinoline-2-carbonyl}-amino)-butyryl]-piperazine-1-carboxylic acid ethyl ester). RXN SMILES: [CH2:1]([O:3][C:4]([N:6]1[CH2:11][CH2:10][N:9]([C:12](=[O:42])[C@@H:13]([NH:23][C:24]([C:26]2[CH:35]=[C:34]([O:36][CH2:37][C:38]([OH:40])=O)[C:33]3[C:28](=[CH:29][C:30]([CH3:41])=[CH:31][CH:32]=3)[N:27]=2)=[O:25])[CH2:14][CH2:15][C:16]([O:18][C:19]([CH3:22])([CH3:21])[CH3:20])=[O:17])[CH2:8][CH2:7]1)=[O:5])[CH3:2].C(Cl)CCl.FC1C(O)=C(F)C(F)=C(F)C=1F.FC(F)(F)C(O)=O.[CH:66]1([NH:70][C:71]([C@@H:73]2[CH2:77][CH2:76][CH2:75][NH:74]2)=[O:72])[CH2:69][CH2:68][CH2:67]1>CN(C=O)C.O>[CH2:1]([O:3][C:4]([N:6]1[CH2:7][CH2:8][N:9]([C:12](=[O:42])[C@@H:13]([NH:23][C:24]([C:26]2[CH:35]=[C:34]([O:36][CH2:37][C:38]([N:74]3[CH2:75][CH2:76][CH2:77][C@H:73]3[C:71](=[O:72])[NH:70][CH:66]3[CH2:67][CH2:68][CH2:69]3)=[O:40])[C:33]3[C:28](=[CH:29][C:30]([CH3:41])=[CH:31][CH:32]=3)[N:27]=2)=[O:25])[CH2:14][CH2:15][C:16]([O:18][C:19]([CH3:22])([CH3:20])[CH3:21])=[O:17])[CH2:10][CH2:11]1)=[O:5])[CH3:2] |f:3.4|. Procedure: To a solution of 3.5 g of 4-{(S)-4-tert-Butoxycarbonyl-2-[(4-carboxymethoxy-7-methyl-quinoline-2-carbonyl)-amino]-butyryl}-piperazine-1-carboxylic acid ethyl ester in 30 ml of DMF, 1.1 g of EDC, 1.1 g of pentafluorophenol and 1.8 g of NEM was added and the reaction mixture was warmed to 40° C. for 4 h. Then, after cooling to RT 2.6 g of (S)-Pyrrolidine-2-carboxylic acid cyclobutylamide trifluoroacetate and 1 g of NEM in 10 ml of DMF was added. After 4 h the reaction mixture was diluted with wate... The reactants are CC1(CC(CC(C1)(C)C)CC(=O)OCC)C (ethyl 3,3,5,5-tetramethylcyclohexylacetate), [H-].[Al+3].[Li+].[H-].[H-].[H-] (lithium aluminum hydride). Solvent: CCOCC (ether), CCOCC (ether). The product is CC1(CC(CC(C1)(C)C)CCO)C (2-(3,3,5,5-tetramethylcyclohexyl)-ethanol). Yield: 81.4%. Reaction SMILES: [CH3:1][C:2]1([CH3:16])[CH2:7][C:6]([CH3:9])([CH3:8])[CH2:5][CH:4]([CH2:10][C:11](OCC)=[O:12])[CH2:3]1.[H-].[Al+3].[Li+].[H-].[H-].[H-]>CCOCC>[CH3:8][C:6]1([CH3:9])[CH2:7][C:2]([CH3:1])([CH3:16])[CH2:3][CH:4]([CH2:10][CH2:11][OH:12])[CH2:5]1 |f:1.2.3.4.5.6|. Reported procedure: A solution of ethyl 3,3,5,5-tetramethylcyclohexylacetate 8 (1.8 g, 8.0 mmol) in ether (30 ml) was added dropwise to a stirred suspension of lithium aluminum hydride (0.9 g, 24.0 mmol) in ether (30 ml), which was cooled in an ice bath. The reaction mixture was refluxed for 3 h, cooled and residual lithium aluminum hydride was destroyed with water. The aqueous layer was separated and twice extracted with ether. The combined ether phases were washed with saline, dried over MgSO4, filtered and evapo... Reactants: [H-].[Na+] (sodium hydride), CN(C=O)C (dimethylformamide), CI (methyliodide), CN(C=O)C (dimethylformamide), OC1=C(C=CC=C1)C1=CC=C(C=C1)C(C(=O)OCC)O (ethyl 2'-hydroxy-4-biphenylylglycolate). The solvent is O (water). Reaction conditions: time 15 minute. The product is COC1=C(C=CC=C1)C1=CC=C(C=C1)C(C(=O)OCC)O (ethyl 2'-methoxy-4-biphenylylglycolate). RXN SMILES: [H-].[Na+].[CH3:3]N(C)C=O.[OH:8][C:9]1[CH:14]=[CH:13][CH:12]=[CH:11][C:10]=1[C:15]1[CH:20]=[CH:19][C:18]([CH:21]([OH:27])[C:22]([O:24][CH2:25][CH3:26])=[O:23])=[CH:17][CH:16]=1.CI>O>[CH3:3][O:8][C:9]1[CH:14]=[CH:13][CH:12]=[CH:11][C:10]=1[C:15]1[CH:20]=[CH:19][C:18]([CH:21]([OH:27])[C:22]([O:24][CH2:25][CH3:26])=[O:23])=[CH:17][CH:16]=1 |f:0.1|. Procedure: To a stirred suspension of 0.01 moles of sodium hydride in 25 ml. of dry dimethylformamide which has been cooled to 0°C is added dropwise a solution of 0.01 moles of ethyl 2'-hydroxy-4-biphenylylglycolate in 10 ml. of dimethylformamide. The reaction mixture is stirred for 15 minutes and 0.015 moles of methyliodide is then added dropwise. The mixture is allowed to stir overnight at room temperature. 200 ml. of water is added and the resulting mixture is extracted well with ether. The ether extrac... Reactants: ClCC(CCCCC)=O (1-chloroheptan-2-one), C1(=CC=CC=C1)P(C1=CC=CC=C1)C1=CC=CC=C1 (triphenylphosphine). Run in C(Cl)(Cl)Cl (chloroform). Conditions: time 24 hour. Yields the product C(CCCCC)(=O)C=P(C1=CC=CC=C1)(C1=CC=CC=C1)C1=CC=CC=C1 (hexanoylmethylenetriphenylphosphorane). Yield: 20.4%. As a reaction SMILES: Cl[CH2:2][C:3](=[O:9])[CH2:4][CH2:5][CH2:6][CH2:7][CH3:8].[C:10]1([P:16]([C:23]2[CH:28]=[CH:27][CH:26]=[CH:25][CH:24]=2)[C:17]2[CH:22]=[CH:21][CH:20]=[CH:19][CH:18]=2)[CH:15]=[CH:14][CH:13]=[CH:12][CH:11]=1>C(Cl)(Cl)Cl>[C:3]([CH:2]=[P:16]([C:17]1[CH:18]=[CH:19][CH:20]=[CH:21][CH:22]=1)([C:23]1[CH:28]=[CH:27][CH:26]=[CH:25][CH:24]=1)[C:10]1[CH:11]=[CH:12][CH:13]=[CH:14][CH:15]=1)(=[O:9])[CH2:4][CH2:5][CH2:6][CH2:7][CH3:8]. Reported procedure: A solution of 1-chloroheptan-2-one (33 g.) and triphenylphosphine (60 g.) in chloroform (50 ml.) was saturated with nitrogen and refluxed under nitrogen overnight. The chloroform was removed in vacuo and the residue was dissolved in dichloromethane (150 ml.). Dry diethyl ether (600 ml.) was added to precipitate 2-oxoheptyltriphenylphosphonium chloride (60 g.), m.p. 165°-168° C. This compound (23 g.) was added portionwise to a solution of sodium carbonate (25 g.) in water (250 ml.) and the mixtur...